Task: describe an organic reaction: reactants, conditions, products, and yield. Dataset: the Open Reaction Database (ORD), a public repository of structured organic reaction records The reactants are C(Cl)(Cl)Cl (CHCl3), C(C1=CC=CC=C1)(=O)NN=C(CCCC)OCC (Ethyl valerate benzoylhydrazone), NCC1=CC(=C(OC(C(=O)OC)C2=CC=CC=C2)C=C1)CCC (Methyl 2-(4-aminomethyl-2-propylphenoxy)-2-phenylacetate). Run in C(C)O (ethanol), C(C)O (ethanol), C(C)O (ethanol). Conditions: temperature 50 celsius, time 5.5 hour. Product: C(CCC)C1=NN=C(N1CC1=CC(=C(C=C1)OC(C1=CC=CC=C1)C(=O)OC)CCC)C1=CC=CC=C1 (3-Butyl-4-[[4-[1-(carbomethoxy)-1-phenylmethoxy]-3-propylphenyl]methyl]-5-phenyl-4H-1,2,4-triazole). Yield: 36.7%. Reaction SMILES: [C:1]([NH:9][N:10]=[C:11](OCC)[CH2:12][CH2:13][CH2:14][CH3:15])(=O)[C:2]1[CH:7]=[CH:6][CH:5]=[CH:4][CH:3]=1.[NH2:19][CH2:20][C:21]1[CH:38]=[CH:37][C:24]([O:25][CH:26]([C:31]2[CH:36]=[CH:35][CH:34]=[CH:33][CH:32]=2)[C:27]([O:29][CH3:30])=[O:28])=[C:23]([CH2:39][CH2:40][CH3:41])[CH:22]=1.C(Cl)(Cl)Cl>C(O)C>[CH2:12]([C:11]1[N:19]([CH2:20][C:21]2[CH:38]=[CH:37][C:24]([O:25][CH:26]([C:27]([O:29][CH3:30])=[O:28])[C:31]3[CH:36]=[CH:35][CH:34]=[CH:33][CH:32]=3)=[C:23]([CH2:39][CH2:40][CH3:41])[CH:22]=2)[C:1]([C:2]2[CH:3]=[CH:4][CH:5]=[CH:6][CH:7]=2)=[N:9][N:10]=1)[CH2:13][CH2:14][CH3:15]. Reported procedure: To a solution of 43.2 mg (0.175 mmol) of ethyl valerate benzoylhydrazone (from Step K) in 0.2 ml of ethanol was added a solution of 82 mg (0.262 mmol) of methyl 2-(4-aminomethyl-2-propylphenoxy)-2-phenylacetate (from Step J) in 0.2 ml of ethanol. The resulting solution was stirred under N2 at 50° C. for 5.5 hours. After dilution with 0.4 ml of ethanol, the solution was then stirred at 70° C. under a condenser for 13 hours. Next, the solution was co-evaporated with CHCl3. The residue was chromato... Starting materials: FC=1C(=C(C=CC1)N1CCNCC1)C1=CC(CC(C1)(C)C)(C)C (1-[3-fluoro-2-(3,3,5,5-tetramethylcyclohex-1-enyl)phenyl]piperazine), O1CCC(CC1)C=O (tetrahydropyran-4-carbaldehyde), C(O)([O-])=O.[Na+] (sodium hydrogencarbonate), C(C)(=O)O[BH-](OC(C)=O)OC(C)=O.[Na+] (sodium triacetoxyborohydride), C(C)(=O)O (acetic acid). Solvent: O1CCCC1 (tetrahydrofuran), O (water), C(C)(=O)OCC (Ethyl acetate), C(C)(=O)OCC (ethyl acetate). Run at time 30 minute. Product: FC=1C(=C(C=CC1)N1CCN(CC1)CC1CCOCC1)C1=CC(CC(C1)(C)C)(C)C (1-[3-fluoro-2-(3,3,5,5-tetramethylcyclohex-1-enyl)phenyl]-4-(tetrahydropyran-4-ylmethyl)piperazine). The yield is 71.8%. Reaction SMILES: [F:1][C:2]1[C:3]([C:14]2[CH2:19][C:18]([CH3:21])([CH3:20])[CH2:17][C:16]([CH3:23])([CH3:22])[CH:15]=2)=[C:4]([N:8]2[CH2:13][CH2:12][NH:11][CH2:10][CH2:9]2)[CH:5]=[CH:6][CH:7]=1.[O:24]1[CH2:29][CH2:28][CH:27]([CH:30]=O)[CH2:26][CH2:25]1.C(O[BH-](OC(=O)C)OC(=O)C)(=O)C.[Na+].C(O)(=O)C.C(=O)([O-])O.[Na+]>C(OCC)(=O)C.O.O1CCCC1>[F:1][C:2]1[C:3]([C:14]2[CH2:19][C:18]([CH3:21])([CH3:20])[CH2:17][C:16]([CH3:23])([CH3:22])[CH:15]=2)=[C:4]([N:8]2[CH2:13][CH2:12][N:11]([CH2:30][CH:27]3[CH2:28][CH2:29][O:24][CH2:25][CH2:26]3)[CH2:10][CH2:9]2)[CH:5]=[CH:6][CH:7]=1 |f:2.3,5.6|. Reported procedure: To a mixture of 1-[3-fluoro-2-(3,3,5,5-tetramethylcyclohex-1-enyl)phenyl]piperazine (115 mg, 0.363 mmol) produced in Example (97d), tetrahydropyran-4-carbaldehyde (62 mg, 0.543 mmol) and tetrahydrofuran (7 mL) were added sodium triacetoxyborohydride (154 mg, 0.726 mmol) and acetic acid (0.021 mL, 0.363 mmol) in that order, followed by stirring for 1 hour and 30 minutes at room temperature. Ethyl acetate, saturated aqueous solution of sodium hydrogencarbonate and water were added to the reaction ... Product: CC(CS(C)(=O)=O)C(=O)O. As a reaction SMILES: [C:1]([CH3:2])([CH3:3])([CH3:4])[O:5][C:6]([CH:7]([CH2:8][S:9](=[O:10])(=[O:11])[CH3:12])[CH3:13])=[O:14].[ClH:21].[O:15]1[CH2:16][CH2:17][O:18][CH2:19][CH2:20]1>>[O:5]=[C:6]([CH:7]([CH2:8][S:9](=[O:10])(=[O:11])[CH3:12])[CH3:13])[OH:14]. Reactants: CC(CS(C)(=O)=O)C(=O)OC(C)(C)C, Cl, C1COCCO1. Starting materials: O.NN (hydrazine hydrate), NC1CC(NC(C1)(C)C)(C)C (4-amino-2,2,6,6-tetramethylpiperidine), C(C)C(C(=O)Cl)CC(=O)Cl (ethyl succinyl chloride), ester. Run in CO (methanol). Product: CC1(NC(CC(C1)NC(CCC(=O)NN)=O)(C)C)C (N-(2,2,6,6-tetramethyl-4-piperidinyl)-N'-aminosuccinamide). RXN SMILES: [NH2:1][CH:2]1[CH2:7][C:6]([CH3:9])([CH3:8])[NH:5][C:4]([CH3:11])([CH3:10])[CH2:3]1.C([CH:14]([CH2:18][C:19](Cl)=[O:20])[C:15](Cl)=[O:16])C.O.[NH2:23][NH2:24]>CO>[CH3:8][C:6]1([CH3:9])[CH2:7][CH:2]([NH:1][C:15](=[O:16])[CH2:14][CH2:18][C:19]([NH:23][NH2:24])=[O:20])[CH2:3][C:4]([CH3:11])([CH3:10])[NH:5]1 |f:2.3|. Procedure: N-(2,2,6,6-tetramethyl-4-piperidinyl)-N'-aminosuccinamide was prepared by the reaction of 4-amino-2,2,6,6-tetramethylpiperidine with ethyl succinyl chloride followed by hydrazinolysis of the resulting ester with 85% hydrazine hydrate in methanol.